This data is from the Open Reaction Database (ORD), a public repository of structured organic reaction records. The task is: describe an organic reaction: reactants, conditions, products, and yield Starting materials: CC(C)(C)CC=O, CCOC(C)=O, CC(C)O, N#CCc1ccc(Cl)cc1F, [Na+], [OH-]. Yields the product CC(C)(C)CC=C(C#N)c1ccc(Cl)cc1F. Reaction SMILES: [CH3:12][C:13]([CH2:14][CH:15]=[O:16])([CH3:17])[CH3:18].[CH3:25][CH2:26][O:27][C:28]([CH3:29])=[O:30].[CH:21]([OH:22])([CH3:23])[CH3:24].[Cl:1][c:2]1[cH:3][c:4]([F:11])[c:5]([CH2:6][C:7]#[N:8])[cH:9][cH:10]1.[Na+:20].[OH-:19]>>[Cl:1][c:2]1[cH:3][c:4]([F:11])[c:5]([C:6]([C:7]#[N:8])=[CH:15][CH2:14][C:13]([CH3:12])([CH3:17])[CH3:18])[cH:9][cH:10]1. The reactants are [BH3-]C#N, CO, COc1ccc(C=O)cc1OC1CCCC1, Cl, Nc1cc[nH]n1, [Na+]. The product is COc1ccc(CNc2cc[nH]n2)cc1OC1CCCC1. RXN SMILES: [C:23]([BH3-:24])#[N:25].[CH3:27][OH:28].[CH:7]1([O:12][c:13]2[cH:14][c:15]([CH:16]=[O:17])[cH:18][cH:19][c:20]2[O:21][CH3:22])[CH2:8][CH2:9][CH2:10][CH2:11]1.[ClH:29].[NH2:1][c:2]1[n:3][nH:4][cH:5][cH:6]1.[Na+:26]>>[NH:1]([c:2]1[n:3][nH:4][cH:5][cH:6]1)[CH2:16][c:15]1[cH:14][c:13]([O:12][CH:7]2[CH2:8][CH2:9][CH2:10][CH2:11]2)[c:20]([O:21][CH3:22])[cH:19][cH:18]1. The reactants are FC=1C=C(C=2C3=C(NC2C1)CNCC3=O)C(=O)OC (methyl 7-fluoro-4-oxo-2,3,4,9-tetrahydro-1H-pyrido[3,4-b]indole-5-carboxylate), C1(CC1)C(=O)Cl (cyclopropanecarbonyl chloride), C1(CC1)C(=O)N1CC=2C=3C=4C(=CC=CC4NC3C1)C(NN2)=O (2-(cyclopropanecarbonyl)-2,3,4,9-tetrahydro-2,4,9,10-tetraazacyclohepta[def]fluoren-8(1H)-one). Product: C1(CC1)C(=O)N1CC=2C=3C=4C(=CC(=CC4NC3C1)F)C(NN2)=O (2-(cyclopropanecarbonyl)-6-fluoro-2,3,4,9-tetrahydro-2,4,9,10-tetraazacyclohepta[def]fluoren-8(1H)-one). Reaction SMILES: [F:1]C1C=C(C(OC)=O)C2C3C(=O)CNCC=3NC=2C=1.C1(C(Cl)=O)CC1.[CH:26]1([C:29]([N:31]2[CH2:43][C:42]3[NH:41][C:40]4[CH:39]=[CH:38][CH:37]=[C:36]5[C:44](=[O:47])[NH:45][N:46]=[C:33]([C:34]=3[C:35]=45)[CH2:32]2)=[O:30])[CH2:28][CH2:27]1>>[CH:26]1([C:29]([N:31]2[CH2:43][C:42]3[NH:41][C:40]4[CH:39]=[C:38]([F:1])[CH:37]=[C:36]5[C:44](=[O:47])[NH:45][N:46]=[C:33]([C:34]=3[C:35]=45)[CH2:32]2)=[O:30])[CH2:27][CH2:28]1. Procedure details: Compound 49 was prepared from methyl 7-fluoro-4-oxo-2,3,4,9-tetrahydro-1H-pyrido[3,4-b]indole-5-carboxylate and cyclopropanecarbonyl chloride according to the procedures similar to those for Compound 47. 1H NMR (DMSO-d6) δ 9.64 (s, 1H), 6.80-7.08 (m, 2H), 4.95 (s, 1H), 4.74 (s, 1H), 4.40 (s, 1H), 4.20 (s, 1H), 2.03-2.07 (m, 1H), and 0.75 (s, 4H). MS (ESI) m/e [M+1]+ 313. The reactants are CC(C)C(=O)O, OCC1CCNCC1. Product: CC(C)C(=O)N1CCC(CO)CC1. RXN SMILES: [CH3:1][CH:2]([CH3:3])[C:4]([OH:5])=[O:6].[NH:7]1[CH2:8][CH2:9][CH:10]([CH2:13][OH:14])[CH2:11][CH2:12]1>>[CH3:1][CH:2]([CH3:3])[C:4](=[O:6])[N:7]1[CH2:8][CH2:9][CH:10]([CH2:13][OH:14])[CH2:11][CH2:12]1. The reactants are C(C)OC(=O)C=1N=CC=2NC=3C=CC(=CC3C2N1)[N+](=O)[O-] (8-nitro-5H-pyrimido[5,4-b]indole-2-carboxylic acid ethyl ester), O1CCCC1 (tetrahydrofuran). Reagents/catalysts: [C].[Pd] (palladiumcarbon). Solvent: CO (methanol), mixture. The product is C(C)OC(=O)C=1N=CC=2NC=3C=CC(=CC3C2N1)N (8-Amino-5H-pyrimido[5,4-b]indole-2-carboxylic Acid Ethyl Ester). Reaction SMILES: [CH2:1]([O:3][C:4]([C:6]1[N:7]=[CH:8][C:9]2[NH:10][C:11]3[CH:12]=[CH:13][C:14]([N+:19]([O-])=O)=[CH:15][C:16]=3[C:17]=2[N:18]=1)=[O:5])[CH3:2].O1CCCC1>[C].[Pd].CO>[CH2:1]([O:3][C:4]([C:6]1[N:7]=[CH:8][C:9]2[NH:10][C:11]3[CH:12]=[CH:13][C:14]([NH2:19])=[CH:15][C:16]=3[C:17]=2[N:18]=1)=[O:5])[CH3:2] |f:2.3|. Procedure: 1.5 g of 8-nitro-5H-pyrimido[5,4-b]indole-2-carboxylic acid ethyl ester (Example 10) is hydrogenated in 90 ml of a mixture of equal parts of tetrahydrofuran and methanol at normal temperature under a hydrogen pressure of 70 bar, with the addition of 0.21 g of 10% palladiumcarbon. The solution, freed of catalyst, is evaporated, the residue is taken up in ethyl acetate and a small amount of ethanol, filtered, and evaporated to 3/4 its quantity, thus precipitating 0.400 g of 8-amino-5H-pyrimido[5,4...